This data is from the Open Reaction Database (ORD), a public repository of structured organic reaction records. The task is: describe an organic reaction: reactants, conditions, products, and yield The reactants are [Na] (sodium), Cl.NC(=N)N (guanidine hydrochloride), CC=1C(=CC2=C(C(CS2(=O)=O)=C)C1)C(=O)OC (methyl 2,3-dihydro-5-methyl-3-methylene-1-benzothiophene-6-carboxylate-1,1-dioxide), CO (methanol), NC(=N)N (guanidine). Conditions: time 1 hour. Yields the product NC(=NC(=O)C1=CC2=C(C(CS2(=O)=O)(C)OC)C=C1C)N (N-Diaminomethylene-2,3-dihydro-3-methoxy-3,5-dimethyl-1-benzothiophene-6-carboxamide-1,1-dioxide). RXN SMILES: [NH2:1][C:2]([NH2:4])=[NH:3].[Na].Cl.NC(N)=N.[CH3:11][C:12]1[C:13]([C:24]([O:26]C)=O)=[CH:14][C:15]2[S:19](=[O:21])(=[O:20])[CH2:18][C:17](=[CH2:22])[C:16]=2[CH:23]=1.[CH3:28][OH:29]>>[NH2:3][C:2]([NH2:4])=[N:1][C:24]([C:13]1[C:12]([CH3:11])=[CH:23][C:16]2[C:17]([O:29][CH3:28])([CH3:22])[CH2:18][S:19](=[O:20])(=[O:21])[C:15]=2[CH:14]=1)=[O:26] |f:2.3,^1:4|. Procedure: A guanidine solution prepared--as described in Example 3--from 547 mg of sodium, 12 ml of methanol and 2.5 g of guanidine hydrochloride is treated with 1.2 g of methyl 2,3-dihydro-5-methyl-3-methylene-1-benzothiophene-6-carboxylate-1,1-dioxide [prepared by cyclization of methyl 4-acetyl-2-methyl-5-methylsulfonylbenzoate and subsequent dehydration] and the mixture is boiled for 1 hour, then stirred at room temperature for a further hour and worked up in the customary manner. N-Diaminomethylene-2,...